This data is from the Open Reaction Database (ORD), a public repository of structured organic reaction records. The task is: describe an organic reaction: reactants, conditions, products, and yield Reactants: C1(CCCCC1)NCC=1C=NC=CC1 (N-cyclohexyl-[(3-pyridyl)methyl]amine), C(CCC)SCC(=O)O (α-(n-butylthio)acetic acid), C1(CCCCC1)N=C=NC1CCCCC1 (N,N'-dicyclohexylcarbodiimide). The solvent is C1(=CC=CC=C1)C (toluene). Yields the product N1=CC(=CC=C1)CN(C(CSCCCC)=O)C1CCCCC1 (N-[(3-pyridyl)methyl]-N-cyclohexyl-α-(n-butylthio)acetamide). As a reaction SMILES: [CH:1]1([NH:7][CH2:8][C:9]2[CH:10]=[N:11][CH:12]=[CH:13][CH:14]=2)[CH2:6][CH2:5][CH2:4][CH2:3][CH2:2]1.[CH2:15]([S:19][CH2:20][C:21](O)=[O:22])[CH2:16][CH2:17][CH3:18].C1(N=C=NC2CCCCC2)CCCCC1>C1(C)C=CC=CC=1>[N:11]1[CH:12]=[CH:13][CH:14]=[C:9]([CH2:8][N:7]([CH:1]2[CH2:2][CH2:3][CH2:4][CH2:5][CH2:6]2)[C:21](=[O:22])[CH2:20][S:19][CH2:15][CH2:16][CH2:17][CH3:18])[CH:10]=1. Procedure: N-[(3-pyridyl)methyl]-N-cyclohexyl-α-(n-butylthio)acetamide was prepared by the method of Example 2 by reacting 9.5 g. of N-cyclohexyl-[(3-pyridyl)methyl]amine with 7.4 g. of α-(n-butylthio)acetic acid and 9.0 g. of N,N'-dicyclohexylcarbodiimide in 150 ml of toluene. Weight 3.5 g. as an oil. Starting materials: COC1=CC=C(OC=2C=[N+](C=CC2[N+](=O)[O-])[O-])C=C1 (3-(4-methoxyphenoxy)-4-nitropyridine-1-oxide), [H][H] (hydrogen). Reagents/catalysts: O=[Pt]=O (PtO2). The solvent is C(C)O (ethanol). The product is COC1=CC=C(OC=2C=NC=CC2N)C=C1 (3-(4-Methoxyphenoxy)-4-pyridinamine). Reaction SMILES: [CH3:1][O:2][C:3]1[CH:19]=[CH:18][C:6]([O:7][C:8]2[CH:9]=[N+:10]([O-])[CH:11]=[CH:12][C:13]=2[N+:14]([O-])=O)=[CH:5][CH:4]=1.[H][H]>O=[Pt]=O.C(O)C>[CH3:1][O:2][C:3]1[CH:19]=[CH:18][C:6]([O:7][C:8]2[CH:9]=[N:10][CH:11]=[CH:12][C:13]=2[NH2:14])=[CH:5][CH:4]=1. Procedure details: To 250 ml ethanol in a 500 ml Parr hydrogenation bottle, were added 3-(4-methoxyphenoxy)-4-nitropyridine-1-oxide (7.9 g) and 0.4 g PtO2. After shaking for two hours at fifty psi of hydrogen, the mixture was filtered and concentrated to 5.8 g of oil. Reactants: C1COC(CC2=C(C(=CC=C2)C(=O)OC)[N+](=O)[O-])(CC)O1 (1-(3-methoxycarbonyl-2-nitrophenyl)butan-2-one ethylene ketal). The reagents and catalysts are [Pd] (palladium on carbon). Run in C(C)O (ethanol). Run at time 6 hour. Product: C1COC(CC2=C(C(=CC=C2)C(=O)OC)N)(CC)O1 (1-(2-amino-3-methoxycarbonylphenyl)butan-2-one ethylene ketal). The yield is 97.4%. Reaction SMILES: [CH2:1]1[O:21][C:4]([CH2:19][CH3:20])([CH2:5][C:6]2[CH:11]=[CH:10][CH:9]=[C:8]([C:12]([O:14][CH3:15])=[O:13])[C:7]=2[N+:16]([O-])=O)[O:3][CH2:2]1>C(O)C.[Pd]>[CH2:2]1[O:3][C:4]([CH2:19][CH3:20])([CH2:5][C:6]2[CH:11]=[CH:10][CH:9]=[C:8]([C:12]([O:14][CH3:15])=[O:13])[C:7]=2[NH2:16])[O:21][CH2:1]1. Procedure details: To a solution of 1-(3-methoxycarbonyl-2-nitrophenyl)butan-2-one ethylene ketal (S) (1.12 g) (prepared, e.g., as described in Preparation 13), in absolute ethanol (50 ml) was added palladium on carbon (150 mg, 10%), and the mixture stirred under hydrogen at atmospheric pressure and room temperature for 6 hours. The reaction mixture was passed through a Celite pad to remove catalyst, and the pad was washed with methylene chloride. The combined filtrate and washings were concentrated under reduced ... Reactants: ClC1(C(C1)C1=C(C=CC=C1)OC)Cl (o-(2,2-dichlorocyclopropyl)anisole), B(Br)(Br)Br (boron tribromide), ( c ). Yields the product ClC1(C(C1)C1=C(C=CC=C1)O)Cl (o-(2,2-Dichlorocyclopropyl)phenol). RXN SMILES: [Cl:1][C:2]1([Cl:13])[CH2:4][CH:3]1[C:5]1[CH:10]=[CH:9][CH:8]=[CH:7][C:6]=1[O:11]C.B(Br)(Br)Br>>[Cl:1][C:2]1([Cl:13])[CH2:4][CH:3]1[C:5]1[CH:10]=[CH:9][CH:8]=[CH:7][C:6]=1[OH:11]. Procedure details: o-(2,2-Dichlorocyclopropyl)phenol was prepared from 7.8 g. of o-(2,2-dichlorocyclopropyl)anisole and 5.3 g. of boron tribromide according to the procedure described above in Example 1, part (c), affording 7.1 g. of oil used directly in the following reaction.